describe an organic reaction: reactants, conditions, products, and yield From a dataset of the Open Reaction Database (ORD), a public repository of structured organic reaction records. The reactants are CCC(O)(CC(=O)OC(C)(C)C)c1cc[nH]c(=O)c1, CCCCP(CCCC)CCCC, Cc1c(CO)c(Cl)nc2ccccc12, CCOC(=O)N=NC(=O)OCC, C1CCOC1. Product: CCC(O)(CC(=O)OC(C)(C)C)c1ccn(Cc2c(Cl)nc3ccccc3c2C)c(=O)c1. RXN SMILES: [C:15]([CH3:16])([CH3:17])([CH3:18])[O:19][C:20]([CH2:21][C:22]([CH2:23][CH3:24])([c:25]1[cH:26][c:27](=[O:31])[nH:28][cH:29][cH:30]1)[OH:32])=[O:33].[CH2:34]([P:35]([CH2:36][CH2:37][CH2:38][CH3:39])[CH2:40][CH2:41][CH2:42][CH3:43])[CH2:44][CH2:45][CH3:46].[Cl:1][c:2]1[n:3][c:4]2[cH:5][cH:6][cH:7][cH:8][c:9]2[c:10]([CH3:14])[c:11]1[CH2:12][OH:13].[O:47]=[C:48]([O:49][CH2:50][CH3:51])[N:52]=[N:53][C:54]([O:55][CH2:56][CH3:57])=[O:58].[O:59]1[CH2:60][CH2:61][CH2:62][CH2:63]1>>[Cl:1][c:2]1[n:3][c:4]2[cH:5][cH:6][cH:7][cH:8][c:9]2[c:10]([CH3:14])[c:11]1[CH2:12][n:28]1[c:27](=[O:31])[cH:26][c:25]([C:22]([CH2:21][C:20]([O:19][C:15]([CH3:16])([CH3:17])[CH3:18])=[O:33])([CH2:23][CH3:24])[OH:32])[cH:30][cH:29]1. Product: crude material, CC(CC(=O)Cl)(C)C1=CC=C(C=C1)C (3-methyl-3-(4-methylphenyl)butyric acid chloride). Reagents/catalysts: CN(C)C=O (DMF). The reactants are CC(CC(=O)O)(C)C1=CC=C(C=C1)C (3-methyl-3-(4-methylphenyl)butyric acid), S(=O)(Cl)Cl (thionyl chloride), S(=O)(Cl)Cl (thionyl chloride). Reaction SMILES: [CH3:1][C:2]([C:8]1[CH:13]=[CH:12][C:11]([CH3:14])=[CH:10][CH:9]=1)([CH3:7])[CH2:3][C:4](O)=[O:5].S(Cl)([Cl:17])=O>CN(C=O)C.C1C=CC=CC=1>[CH3:1][C:2]([C:8]1[CH:13]=[CH:12][C:11]([CH3:14])=[CH:10][CH:9]=1)([CH3:7])[CH2:3][C:4]([Cl:17])=[O:5]. Procedure details: A solution containing 3-methyl-3-(4-methylphenyl)butyric acid (8.5 g, 44.2 mmol) and anhydrous DMF (5 drops) in anhydrous benzene (110 mL) was refluxed under nitrogen as thionyl chloride (8.1 mL, 110 mmol)was added dropwise under nitrogen. The solution was refluxed an additional 15 h after complete addition of thionyl chloride. The dark brownish reaction mixture was allowed to cool to room temperature and concentrated under vacuum. TLC analysis of the crude material showed complete disappearance... Yield: 107.4%. Run in C1=CC=CC=C1 (benzene). The reactants are BrB(Br)Br, COc1ccc2c(c1)CCNC2=O, ClCCl, [Na+], [Na+], O=C([O-])O, [OH-]. The product is O=C1NCCc2cc(O)ccc21. RXN SMILES: [B:14]([Br:15])([Br:16])[Br:17].[CH3:1][O:2][c:3]1[cH:4][c:5]2[c:10]([cH:11][cH:12]1)[C:9](=[O:13])[NH:8][CH2:7][CH2:6]2.[Cl:25][CH2:26][Cl:27].[Na+:19].[Na+:24].[O-:20][C:21]([OH:22])=[O:23].[OH-:18]>>[OH:2][c:3]1[cH:4][c:5]2[c:10]([cH:11][cH:12]1)[C:9](=[O:13])[NH:8][CH2:7][CH2:6]2. The reactants are COC1=CC=C(C=C1)NS(=O)(=O)CC(C)=O (N-(4-methoxyphenyl)-2-oxopropane-1-sulfonamide), CC1=NNC(=C1)N (3-methyl-1H-pyrazol-5-amine), ClC=1C=C(C=O)C=CC1Cl (3,4-dichlorobenzaldehyde). The reagents and catalysts are N1CCCCC1 (piperidine). Solvent: C1CCOC1 (THF). Conditions: temperature 70 celsius, time 36 hour. Product: ClC=1C=C(C=CC1Cl)C1C(=C(NC=2N1N=C(C2)C)C)S(=O)(=O)NC2=CC=C(C=C2)OC (7-(3,4-dichlorophenyl)-N-(4-methoxyphenyl)-2,5-dimethyl-4,7-dihydropyrazolo[1,5-a]pyrimidine-6-sulfonamide). Reaction SMILES: [CH3:1][O:2][C:3]1[CH:8]=[CH:7][C:6]([NH:9][S:10]([CH2:13][C:14](=O)[CH3:15])(=[O:12])=[O:11])=[CH:5][CH:4]=1.[CH3:17][C:18]1[CH:22]=[C:21]([NH2:23])[NH:20][N:19]=1.[Cl:24][C:25]1[CH:26]=[C:27]([CH:30]=[CH:31][C:32]=1[Cl:33])[CH:28]=O>C1COCC1.N1CCCCC1>[Cl:24][C:25]1[CH:26]=[C:27]([CH:28]2[N:20]3[N:19]=[C:18]([CH3:17])[CH:22]=[C:21]3[NH:23][C:14]([CH3:15])=[C:13]2[S:10]([NH:9][C:6]2[CH:5]=[CH:4][C:3]([O:2][CH3:1])=[CH:8][CH:7]=2)(=[O:12])=[O:11])[CH:30]=[CH:31][C:32]=1[Cl:33]. Reported procedure: N-(4-Methoxyphenyl)-2-oxopropane-1-sulfonamide (100 mg, 0.41 mmol, from Step C), 3-methyl-1H-pyrazol-5-amine (40 mg, 0.41 mmol) and 3,4-dichlorobenzaldehyde (72 mg, 0.41 mmol) were dissolved in THF (6 mL), to which was added a catalytic amount of piperidine (3 drops). The reaction in a sealed tube was stirred at 70° C. for about 36 hrs. After cooling to rt., solvent was removed and crude product was purified by HPLC (acetonitrile-water, 5% to 95% gradient) to provide pure product 7-(3,4-dichloro... The reactants are CCCc1nc(C)c(Br)c(=O)n1Cc1ccc(-c2ccccc2C#N)cc1F, O=C([O-])[O-], C1COCCO1, CCOC(C)=O, OB(O)c1ccc(OCC2CC2)nc1, [Cs+], [Cs+]. The product is CCCc1nc(C)c(-c2ccc(OCC3CC3)nc2)c(=O)n1Cc1ccc(-c2ccccc2C#N)cc1F. As a reaction SMILES: [Br:1][c:2]1[c:3]([CH3:28])[n:4][c:5]([CH2:25][CH2:26][CH3:27])[n:6]([CH2:9][c:10]2[c:11]([F:24])[cH:12][c:13](-[c:16]3[c:17]([C:22]#[N:23])[cH:18][cH:19][cH:20][cH:21]3)[cH:14][cH:15]2)[c:7]1=[O:8].[C:43](=[O:44])([O-:45])[O-:46].[CH2:49]1[O:50][CH2:51][CH2:52][O:53][CH2:54]1.[CH3:55][CH2:56][O:57][C:58](=[O:59])[CH3:60].[CH:29]1([CH2:32][O:33][c:34]2[cH:35][cH:36][c:37]([B:40]([OH:41])[OH:42])[cH:38][n:39]2)[CH2:30][CH2:31]1.[Cs+:47].[Cs+:48]>>[c:2]1(-[c:37]2[cH:36][cH:35][c:34]([O:33][CH2:32][CH:29]3[CH2:30][CH2:31]3)[n:39][cH:38]2)[c:3]([CH3:28])[n:4][c:5]([CH2:25][CH2:26][CH3:27])[n:6]([CH2:9][c:10]2[c:11]([F:24])[cH:12][c:13](-[c:16]3[c:17]([C:22]#[N:23])[cH:18][cH:19][cH:20][cH:21]3)[cH:14][cH:15]2)[c:7]1=[O:8].